This data is from the Open Reaction Database (ORD), a public repository of structured organic reaction records. The task is: describe an organic reaction: reactants, conditions, products, and yield The reactants are CC(O)C1C(=O)NC1CC(=O)OCc1ccccc1, CCN(CC)S(F)(F)F, ClCCl, [Na+], O=C([O-])O. Product: CC(F)C1C(=O)NC1CC(=O)OCc1ccccc1. Reaction SMILES: [CH2:10]([c:11]1[cH:12][cH:13][cH:14][cH:15][cH:16]1)[O:17][C:18]([CH2:19][CH:20]1[CH:21]([CH:25]([CH3:26])[OH:27])[C:22](=[O:24])[NH:23]1)=[O:28].[CH2:1]([N:2]([S:3]([F:4])([F:5])[F:7])[CH2:6][CH3:8])[CH3:9].[Cl:34][CH2:35][Cl:36].[Na+:33].[O-:29][C:30]([OH:31])=[O:32]>>[F:7][CH:25]([CH:21]1[CH:20]([CH2:19][C:18]([O:17][CH2:10][c:11]2[cH:12][cH:13][cH:14][cH:15][cH:16]2)=[O:28])[NH:23][C:22]1=[O:24])[CH3:26]. Reactants: C(=O)(O)[O-].[Na+] (NaHCO3), ( 1 ), BrC1=CC=C2C=CNC2=C1 (6-bromo-1H-indole), C(C(=O)Cl)(=O)Cl (oxalyl chloride). Solvent: CCOCC (Et2O), CCOCC (Et2O). Reaction conditions: time 4 hour. Product: BrC1=CC=C2C(=CNC2=C1)C(C(=O)O)=O (2-(6-bromo-1H-indol-3-yl)-2-oxoacetic acid). Yield: 83.6%. Reaction SMILES: [Br:1][C:2]1[CH:10]=[C:9]2[C:5]([CH:6]=[CH:7][NH:8]2)=[CH:4][CH:3]=1.[C:11](Cl)(=[O:15])[C:12](Cl)=[O:13].C([O-])(O)=[O:18].[Na+]>CCOCC>[Br:1][C:2]1[CH:10]=[C:9]2[C:5]([C:6]([C:11](=[O:15])[C:12]([OH:18])=[O:13])=[CH:7][NH:8]2)=[CH:4][CH:3]=1 |f:2.3|. Procedure: Step E (1): To a solution of 6-bromo-1H-indole (1.4 g, 7.14 mmol) in Et2O (15.0 mL) was added oxalyl chloride (1.18 g, 9.29 mmol) dropwise at 0° C. under N2. The reaction mixture was stirred at rt for 4 h. An orange precipitate formed, then 40 mL of saturated NaHCO3 was added. The mixture was then stirred at 80° C. for 30 min. Et2O was added to extract the unreacted starting materials. The resulting aqueous layer was acidified with concentrated HCl, and the product precipitated. The solid was fi... Starting materials: CC(=O)C.OS(=O)(=O)O.O=[Cr](=O)=O (Jones' reagent), CC1=C(C(C(=C(C1=O)C)C)=O)C(CCCC#CCO)C1=CC=CC=C1 (7-(3,5,6-trimethyl-1,4-benzoquinon-2-yl)-7-phenyl-2-heptyne-1-ol). Run in CC(=O)C (acetone). Run at time 30 minute. Yields the product CC1=C(C(C(=C(C1=O)C)C)=O)C(CCCC#CC(=O)O)C1=CC=CC=C1 (7-(3,5,6-trimethyl-1,4-benzoquinon-2-yl)-7-phenyl-2-heptynoic acid). Isolated yield 68.0%. Reaction SMILES: CC(C)=[O:3].OS(O)(=O)=O.O=[Cr](=O)=O.[CH3:14][C:15]1[C:20](=[O:21])[C:19]([CH3:22])=[C:18]([CH3:23])[C:17](=[O:24])[C:16]=1[CH:25]([C:33]1[CH:38]=[CH:37][CH:36]=[CH:35][CH:34]=1)[CH2:26][CH2:27][CH2:28][C:29]#[C:30][CH2:31][OH:32]>CC(C)=O>[CH3:14][C:15]1[C:20](=[O:21])[C:19]([CH3:22])=[C:18]([CH3:23])[C:17](=[O:24])[C:16]=1[CH:25]([C:33]1[CH:34]=[CH:35][CH:36]=[CH:37][CH:38]=1)[CH2:26][CH2:27][CH2:28][C:29]#[C:30][C:31]([OH:3])=[O:32] |f:0.1.2|. Procedure: Jones' reagent (2.25 ml) was added dropwise to a solution of 7-(3,5,6-trimethyl-1,4-benzoquinon-2-yl)-7-phenyl-2-heptyne-1-ol (1.01 g, 3.0 mmole) in acetone (15 ml) at room temperature over the 15-minutes period. The mixture was stirred at room temperature for another 30 minutes and the acetone was distilled off under reduced pressure. Isopropyl ether and water were added to the residue, and extraction was effected. The isopropyl ether layer was separated out, washed with aqueous sodium chloride... Starting materials: CC(=O)[O-], CO, CC(C)Nc1ccc(Br)c2c1C(=O)c1c(O)cccc1C2=O, [Cl-], [K+], NC1CCCCC1. Product: CC(C)Nc1ccc(NC2CCCCC2)c2c1C(=O)c1c(O)cccc1C2=O. RXN SMILES: [CH3:31][C:32](=[O:33])[O-:34].[CH3:36][OH:37].[CH:1]([CH3:2])([CH3:3])[NH:4][c:5]1[cH:6][cH:7][c:8]([Br:22])[c:9]2[c:18]1[C:17](=[O:19])[c:16]1[c:11]([cH:12][cH:13][cH:14][c:15]1[OH:20])[C:10]2=[O:21].[Cl-:35].[K+:30].[NH2:23][CH:24]1[CH2:25][CH2:26][CH2:27][CH2:28][CH2:29]1>>[CH:1]([CH3:2])([CH3:3])[NH:4][c:5]1[cH:6][cH:7][c:8]([NH:23][CH:24]2[CH2:25][CH2:26][CH2:27][CH2:28][CH2:29]2)[c:9]2[c:18]1[C:17](=[O:19])[c:16]1[c:11]([cH:12][cH:13][cH:14][c:15]1[OH:20])[C:10]2=[O:21]. Starting materials: NC1=C(C=CC=C1)S (o-aminothiophenol), CC(=O)C (acetone). The product is CC1(SC2=C(N1)C=CC=C2)C (2,2-dimethylbenzothiazolidine). The yield is 53.0%. Reaction SMILES: [NH2:1][C:2]1[CH:7]=[CH:6][CH:5]=[CH:4][C:3]=1[SH:8].[CH3:9][C:10]([CH3:12])=O>>[CH3:9][C:10]1([CH3:12])[NH:1][C:2]2[CH:7]=[CH:6][CH:5]=[CH:4][C:3]=2[S:8]1. Procedure: Using the method of Example 17a reaction of o-aminothiophenol with acetone yielded 53% of 2,2-dimethylbenzothiazolidine b.p. 120° C./10.2 mm Hg.